This data is from the Open Reaction Database (ORD), a public repository of structured organic reaction records. The task is: describe an organic reaction: reactants, conditions, products, and yield The product is CCC(=O)c1ccc(CC(C)C)cc1. Starting materials: CCC(=O)Cl, CCCCc1ccccc1, ClCCl, CC(C)Cc1ccccc1, CCC(=O)O, ClP(Cl)Cl, Cl, O. RXN SMILES: [C:10]([Cl:11])(=[O:12])[CH2:13][CH3:14].[CH2:25]([c:26]1[cH:27][cH:28][cH:29][cH:30][cH:31]1)[CH2:32][CH2:33][CH3:34].[CH2:37]([Cl:38])[Cl:39].[CH3:15][CH:16]([CH3:17])[CH2:18][c:19]1[cH:20][cH:21][cH:22][cH:23][cH:24]1.[CH3:5][CH2:6][C:7]([OH:8])=[O:9].[Cl:1][P:2]([Cl:3])[Cl:4].[ClH:35].[OH2:36]>>[CH3:5][CH2:6][C:7](=[O:9])[c:22]1[cH:21][cH:20][c:19]([CH2:18][CH:16]([CH3:15])[CH3:17])[cH:24][cH:23]1. The reactants are NC1=NC(=C(C(=N1)C=1OC=CC1)C=1C=CC(NC1)=O)C=1OC=CC1 (5-[2-amino-4,6-di(2-furyl)-5-pyrimidinyl]-1,2-dihydro-2-pyridinone), BrCC#CC (1-bromo-2-butyne). Yields the product NC1=NC(=C(C(=N1)C=1OC=CC1)C=1C=CC(N(C1)CC#CC)=O)C=1OC=CC1 (5-[2-Amino-4,6-di(2-furyl)-5-pyrimidinyl]-1-(2-butynyl)-1,2-dihydro-2-pyridinone). Reaction SMILES: [NH2:1][C:2]1[N:7]=[C:6]([C:8]2[O:9][CH:10]=[CH:11][CH:12]=2)[C:5]([C:13]2[CH:14]=[CH:15][C:16](=[O:19])[NH:17][CH:18]=2)=[C:4]([C:20]2[O:21][CH:22]=[CH:23][CH:24]=2)[N:3]=1.Br[CH2:26][C:27]#[C:28][CH3:29]>>[NH2:1][C:2]1[N:3]=[C:4]([C:20]2[O:21][CH:22]=[CH:23][CH:24]=2)[C:5]([C:13]2[CH:14]=[CH:15][C:16](=[O:19])[N:17]([CH2:26][C:27]#[C:28][CH3:29])[CH:18]=2)=[C:6]([C:8]2[O:9][CH:10]=[CH:11][CH:12]=2)[N:7]=1. Procedure: The title compound was synthesized in a similar manner to Example 66 using 5-[2-amino-4,6-di(2-furyl)-5-pyrimidinyl]-1,2-dihydro-2-pyridinone and 1-bromo-2-butyne. Starting materials: C1(C=2C(C(N1CC1CC(N(C1)CC1=CC=CC=C1)=O)=O)=CC=CC2)=O (4-phthalimidomethyl-1-benzyl-pyrrolidin-2-one), solid, C(\C=C\C(=O)O)(=O)O (fumaric acid), O.NN (hydrazine hydrate). Solvent: C(C)O (ethyl alcohol). The product is C(C1=CC=CC=C1)N1C(CC(C1)CN)=O (1-Benzyl-4-aminomethyl-pyrrolidin-2-one). Reaction SMILES: C1(=O)[N:5]([CH2:6][CH:7]2[CH2:11][N:10]([CH2:12][C:13]3[CH:18]=[CH:17][CH:16]=[CH:15][CH:14]=3)[C:9](=[O:19])[CH2:8]2)C(=O)C2=CC=CC=C12.O.NN.C(O)(=O)/C=C/C(O)=O>C(O)C>[CH2:12]([N:10]1[CH2:11][CH:7]([CH2:6][NH2:5])[CH2:8][C:9]1=[O:19])[C:13]1[CH:14]=[CH:15][CH:16]=[CH:17][CH:18]=1 |f:1.2|. Procedure details: 54 g (0.16 mol) of 4-phthalimidomethyl-1-benzyl-pyrrolidin-2-one are stirred into 1.3 liters of ethyl alcohol after the addition of 32 g of hydrazine hydrate for 4 hours at ambient temperature. The precipitate (phthalic acid hydrazide) is suction filtered and the filtrate is concentrated by evaporation. 500 ml of methylene chloride are added to the residue and it is extracted three times with 100 ml of water. The organic phase is dried and evaporated. The residue remaining is dissolved in 500 ml... Reactants: CC(C)(C)c1ccc(S(=O)(=O)Cl)cc1, CN(C)c1cccc(N)c1. Yields the product CN(C)c1cccc(NS(=O)(=O)c2ccc(C(C)(C)C)cc2)c1. As a reaction SMILES: [C:11]([CH3:12])([CH3:13])([CH3:14])[c:15]1[cH:16][cH:17][c:18]([S:21](=[O:22])(=[O:23])[Cl:24])[cH:19][cH:20]1.[CH3:1][N:2]([c:3]1[cH:4][c:5]([NH2:9])[cH:6][cH:7][cH:8]1)[CH3:10]>>[CH3:1][N:2]([c:3]1[cH:4][c:5]([NH:9][S:21]([c:18]2[cH:17][cH:16][c:15]([C:11]([CH3:12])([CH3:13])[CH3:14])[cH:20][cH:19]2)(=[O:22])=[O:23])[cH:6][cH:7][cH:8]1)[CH3:10]. Product: CCc1oc2ccccc2c1Cc1ccccc1. The reactants are CC[SiH](CC)CC, ClCCl, CCc1oc2ccccc2c1C(O)c1ccccc1, O=C(O)C(F)(F)F. As a reaction SMILES: [CH2:1]([SiH:2]([CH2:3][CH3:4])[CH2:5][CH3:6])[CH3:7].[CH2:34]([Cl:35])[Cl:36].[CH2:8]([CH3:9])[c:10]1[o:11][c:12]2[c:13]([c:14]1[CH:15]([OH:16])[c:17]1[cH:18][cH:19][cH:20][cH:21][cH:22]1)[cH:23][cH:24][cH:25][cH:26]2.[OH:27][C:28]([C:29]([F:30])([F:31])[F:32])=[O:33]>>[CH2:8]([CH3:9])[c:10]1[o:11][c:12]2[c:13]([c:14]1[CH2:15][c:17]1[cH:18][cH:19][cH:20][cH:21][cH:22]1)[cH:23][cH:24][cH:25][cH:26]2. The reactants are C1CCOC1, CNC, O=[N+]([O-])c1ccc(CBr)cc1, O. Yields the product CN(C)Cc1ccc([N+](=O)[O-])cc1. As a reaction SMILES: [CH2:16]1[O:17][CH2:18][CH2:19][CH2:20]1.[CH3:12][NH:13][CH3:14].[O-:1][N+:2](=[O:3])[c:4]1[cH:5][cH:6][c:7]([CH2:8][Br:9])[cH:10][cH:11]1.[OH2:15]>>[O-:1][N+:2](=[O:3])[c:4]1[cH:5][cH:6][c:7]([CH2:8][N:13]([CH3:12])[CH3:14])[cH:10][cH:11]1. The reactants are COCCN(Cc1cccc(CCNc2ncc(C)n(CC(=O)O)c2=O)c1)C(=O)C(F)(F)F, CN1CCOCC1, Cc1c[nH]c2ccc(CN)cc12, CN(C)C=O, O, Oc1cccc2[nH]nnc12. Product: COCCN(Cc1cccc(CCNc2ncc(C)n(CC(=O)NCc3ccc4[nH]cc(C)c4c3)c2=O)c1)C(=O)C(F)(F)F. As a reaction SMILES: [CH3:12][O:13][CH2:14][CH2:15][N:16]([C:17]([C:18]([F:19])([F:20])[F:21])=[O:22])[CH2:23][c:24]1[cH:25][c:26]([CH2:27][CH2:28][NH:29][c:30]2[c:31](=[O:41])[n:32]([CH2:37][C:38](=[O:39])[OH:40])[c:33]([CH3:36])[cH:34][n:35]2)[cH:42][cH:43][cH:44]1.[CH3:45][N:46]1[CH2:47][CH2:48][O:49][CH2:50][CH2:51]1.[CH3:52][c:53]1[cH:54][nH:55][c:56]2[cH:57][cH:58][c:59]([CH2:62][NH2:63])[cH:60][c:61]12.[CH3:64][N:65]([CH3:66])[CH:67]=[O:68].[OH2:1].[OH:2][c:3]1[c:4]2[n:5][n:6][nH:7][c:8]2[cH:9][cH:10][cH:11]1>>[CH3:12][O:13][CH2:14][CH2:15][N:16]([C:17]([C:18]([F:19])([F:20])[F:21])=[O:22])[CH2:23][c:24]1[cH:25][c:26]([CH2:27][CH2:28][NH:29][c:30]2[c:31](=[O:41])[n:32]([CH2:37][C:38](=[O:39])[NH:63][CH2:62][c:59]3[cH:58][cH:57][c:56]4[nH:55][cH:54][c:53]([CH3:52])[c:61]4[cH:60]3)[c:33]([CH3:36])[cH:34][n:35]2)[cH:42][cH:43][cH:44]1.